This data is from the Open Reaction Database (ORD), a public repository of structured organic reaction records. The task is: describe an organic reaction: reactants, conditions, products, and yield Starting materials: NC=1C(=CC2=C(N(C(S2)=O)CC#C)C1)F (5-amino-6-fluoro-3-propargyl-2-benzothiazolone), C(OC(Cl)(Cl)Cl)(=O)Cl (trichloromethyl chlorocarbonate). The solvent is O1CCOCC1 (dioxane). Yields the product FC1=CC2=C(N(C(S2)=O)CC#C)C=C1N=C=O (6-fluoro-5-isocyanato-3-propargyl-2-benzothiazolone). The yield is 119.5%. RXN SMILES: [NH2:1][C:2]1[C:3]([F:15])=[CH:4][C:5]2[S:9][C:8](=[O:10])[N:7]([CH2:11][C:12]#[CH:13])[C:6]=2[CH:14]=1.[C:16](Cl)(=O)[O:17]C(Cl)(Cl)Cl>O1CCOCC1>[F:15][C:3]1[C:2]([N:1]=[C:16]=[O:17])=[CH:14][C:6]2[N:7]([CH2:11][C:12]#[CH:13])[C:8](=[O:10])[S:9][C:5]=2[CH:4]=1. Reported procedure: To a solution consisting of 3.2 g of 5-amino-6-fluoro-3-propargyl-2-benzothiazolone and 50 g of dioxane were dropwise added 2.4 g of trichloromethyl chlorocarbonate at a temperature in the range of from 5° to 15° C. and the resulting mixture was heated under reflux for six hours. A residue was obtained by distilling off the low-boiling material from the mixture under reduced pressure, and it was dissolved in 150 ml of dried toluene and filtered. From the resulting filtrate toluene was distilled ... Starting materials: NC=1SCC(=NN1)C(CC)(C)CC (2-amino-5-(1-ethyl-1-methylpropyl)-6H-1,3,4-thiadiazine), COC1=C(C(=O)Cl)C(=CC=C1)OC (2,6-dimethoxybenzoyl chloride), O (water). The solvent is N1=CC=CC=C1 (pyridine), ClCCl (dichloromethane). Run at time 72 hour. The product is C(C)C(CC)(C)C1=NN=C(SC1)NC(C1=C(C=CC=C1OC)OC)=O (N-[5-(1-ethyl-1-methylpropyl)-6H-1,3,4-thiadiazin-2-yl]-2,6-dimethoxybenzamide). Isolated yield 4.1%. Reaction SMILES: [CH3:1][O:2][C:3]1[CH:11]=[CH:10][CH:9]=[C:8]([O:12][CH3:13])[C:4]=1[C:5](Cl)=[O:6].[NH2:14][C:15]1[S:16][CH2:17][C:18]([C:21]([CH2:25][CH3:26])([CH3:24])[CH2:22][CH3:23])=[N:19][N:20]=1.O>ClCCl.N1C=CC=CC=1>[CH2:22]([C:21]([C:18]1[CH2:17][S:16][C:15]([NH:14][C:5](=[O:6])[C:4]2[C:3]([O:2][CH3:1])=[CH:11][CH:10]=[CH:9][C:8]=2[O:12][CH3:13])=[N:20][N:19]=1)([CH3:24])[CH2:25][CH3:26])[CH3:23]. Procedure details: Two grams of 2,6-dimethoxybenzoyl chloride dissolved in about 3 ml dichloromethane was added dropwise to a stirring solution of 1.99 g of 2-amino-5-(1-ethyl-1-methylpropyl)-6H-1,3,4-thiadiazine in 10 ml of pyridine. The mixture was stirred at room temperature for approximately 72 hours and poured into water. The product was extracted into ether and washed with water. The ether phase was dried over anhydrous magnesium sulfate, filtered and evaporated under reduced pressure. The resulting oil was ...